From a dataset of the Open Reaction Database (ORD), a public repository of structured organic reaction records. describe an organic reaction: reactants, conditions, products, and yield Reactants: COCC(=O)O, CC(C)CN(C(CO)CCCNC(=O)C(N)Cc1cccc2ccccc12)S(=O)(=O)c1ccc(N)cc1. The product is COCC(=O)NC(Cc1cccc2ccccc12)C(=O)NCCCC(CO)N(CC(C)C)S(=O)(=O)c1ccc(N)cc1. As a reaction SMILES: [CH3:38][O:39][CH2:40][C:41](=[O:42])[OH:43].[NH2:1][CH:2]([C:3](=[O:4])[NH:5][CH2:6][CH2:7][CH2:8][CH:9]([CH2:10][OH:11])[N:12]([CH2:13][CH:14]([CH3:15])[CH3:16])[S:17](=[O:18])(=[O:19])[c:20]1[cH:21][cH:22][c:23]([NH2:26])[cH:24][cH:25]1)[CH2:27][c:28]1[cH:29][cH:30][cH:31][c:32]2[cH:33][cH:34][cH:35][cH:36][c:37]12>>[NH:1]([CH:2]([C:3](=[O:4])[NH:5][CH2:6][CH2:7][CH2:8][CH:9]([CH2:10][OH:11])[N:12]([CH2:13][CH:14]([CH3:15])[CH3:16])[S:17](=[O:18])(=[O:19])[c:20]1[cH:21][cH:22][c:23]([NH2:26])[cH:24][cH:25]1)[CH2:27][c:28]1[cH:29][cH:30][cH:31][c:32]2[cH:33][cH:34][cH:35][cH:36][c:37]12)[C:41]([CH2:40][O:39][CH3:38])=[O:42]. The product is O=C(COCc1ccccc1)N1CCCN(c2ccc(Cl)cc2Cl)CC1. Starting materials: O=C(Cl)COCc1ccccc1, CCN(C(C)C)C(C)C, Clc1ccc(N2CCCNCC2)c(Cl)c1, ClCCl. As a reaction SMILES: [CH2:25]([c:26]1[cH:27][cH:28][cH:29][cH:30][cH:31]1)[O:32][CH2:33][C:34](=[O:35])[Cl:36].[CH:16]([N:17]([CH:18]([CH3:19])[CH3:20])[CH2:21][CH3:22])([CH3:23])[CH3:24].[Cl:1][c:2]1[c:3]([N:9]2[CH2:10][CH2:11][NH:12][CH2:13][CH2:14][CH2:15]2)[cH:4][cH:5][c:6]([Cl:8])[cH:7]1.[Cl:37][CH2:38][Cl:39]>>[Cl:1][c:2]1[c:3]([N:9]2[CH2:10][CH2:11][N:12]([C:34]([CH2:33][O:32][CH2:25][c:26]3[cH:27][cH:28][cH:29][cH:30][cH:31]3)=[O:35])[CH2:13][CH2:14][CH2:15]2)[cH:4][cH:5][c:6]([Cl:8])[cH:7]1. Reactants: [Cl-].[Al+3].[Cl-].[Cl-] (aluminum chloride), BrCCCCCC(=O)Cl (6-bromohexanoyl chloride), O (Water), CC(C)C=1C(=C(C=CC1)OC)OC (3-(1-methylethyl)-1,2-dimethoxybenzene), ice. The solvent is C(Cl)Cl (methylene chloride), C(Cl)Cl (methylene chloride). Conditions: time 18 hour. Product: BrCCCCCC(=O)C1=CC(=C(C(=C1)C(C)C)OC)OC (6-bromo-1-[3,4-dimethoxy-5-(1-methylethyl)phenyl]-1-hexanone). The yield is 81.0%. As a reaction SMILES: [CH3:1][CH:2]([C:4]1[C:5]([O:12][CH3:13])=[C:6]([O:10][CH3:11])[CH:7]=[CH:8][CH:9]=1)[CH3:3].[Cl-].[Al+3].[Cl-].[Cl-].[Br:18][CH2:19][CH2:20][CH2:21][CH2:22][CH2:23][C:24](Cl)=[O:25].O>C(Cl)Cl>[Br:18][CH2:19][CH2:20][CH2:21][CH2:22][CH2:23][C:24]([C:8]1[CH:9]=[C:4]([CH:2]([CH3:1])[CH3:3])[C:5]([O:12][CH3:13])=[C:6]([O:10][CH3:11])[CH:7]=1)=[O:25] |f:1.2.3.4|. Procedure: A solution of 5.0 g (0.028 mol) of 3-(1-methylethyl)-1,2-dimethoxybenzene in 5 mL of methylene chloride was added to an ice cooled mixture of 4.4 g (0.033 mol) of aluminum chloride and 7.0 g (0.033 mol) of 6-bromohexanoyl chloride in 50 mL of methylene chloride. The reaction mixture was kept at 0° for 18 hours. Water was added and the organic layer was separated and washed with sodium bicarbonate solution. The dried extract was concentrated under reduced pressure to an oil which was purified by ... Reactants: COc1cc(C(=O)N2CCC(CCO)(c3ccc(Cl)c(Cl)c3)C2)cc(OC)c1OC, CS(=O)(=O)Cl, CCN(C(C)C)C(C)C, ClCCl. Yields the product COc1cc(C(=O)N2CCC(CCOS(C)(=O)=O)(c3ccc(Cl)c(Cl)c3)C2)cc(OC)c1OC. Reaction SMILES: [CH3:1][O:2][c:3]1[cH:4][c:5]([C:6](=[O:7])[N:8]2[CH2:9][C:10]([CH2:13][CH2:14][OH:15])([c:16]3[cH:17][c:18]([Cl:23])[c:19]([Cl:22])[cH:20][cH:21]3)[CH2:11][CH2:12]2)[cH:24][c:25]([O:29][CH3:30])[c:26]1[O:27][CH3:28].[CH3:40][S:41]([Cl:42])(=[O:43])=[O:44].[CH:31]([N:32]([CH2:33][CH3:34])[CH:35]([CH3:36])[CH3:37])([CH3:38])[CH3:39].[Cl:45][CH2:46][Cl:47]>>[CH3:1][O:2][c:3]1[cH:4][c:5]([C:6](=[O:7])[N:8]2[CH2:9][C:10]([CH2:13][CH2:14][O:15][S:41]([CH3:40])(=[O:43])=[O:44])([c:16]3[cH:17][c:18]([Cl:23])[c:19]([Cl:22])[cH:20][cH:21]3)[CH2:11][CH2:12]2)[cH:24][c:25]([O:29][CH3:30])[c:26]1[O:27][CH3:28]. Starting materials: C(C1=CC=CC=C1)OC1=C2N(C(=NC1=O)CC1=C(C=CC=C1)C1=CCCCC1)CCN(C2=O)C(C)C (9-Benzyloxy-6-(2-cyclohex-1-enyl-benzyl)-2-isopropyl-3,4-dihydro-2H-pyrazino[1,2-c]pyrimidine-1,8-dione). The reagents and catalysts are [Pd] (Pd/C). Solvent: CO (methanol). Conditions: time 2 hour. Yields the product C1(CCCCC1)C1=C(CC2=NC(C(=C3N2CCN(C3=O)C(C)C)O)=O)C=CC=C1 (6-(2-cyclohexyl-benzyl)-9hydroxy-2-isopropyl-3,4-dihydro-2H-pyrazino[1,2-c]pyrimidine-1,8-dione). Isolated yield 82.6%. As a reaction SMILES: C([O:8][C:9]1[C:14](=[O:15])[N:13]=[C:12]([CH2:16][C:17]2[CH:22]=[CH:21][CH:20]=[CH:19][C:18]=2[C:23]2[CH2:28][CH2:27][CH2:26][CH2:25][CH:24]=2)[N:11]2[CH2:29][CH2:30][N:31]([CH:34]([CH3:36])[CH3:35])[C:32](=[O:33])[C:10]=12)C1C=CC=CC=1>CO.[Pd]>[CH:23]1([C:18]2[CH:19]=[CH:20][CH:21]=[CH:22][C:17]=2[CH2:16][C:12]2[N:11]3[CH2:29][CH2:30][N:31]([CH:34]([CH3:36])[CH3:35])[C:32](=[O:33])[C:10]3=[C:9]([OH:8])[C:14](=[O:15])[N:13]=2)[CH2:24][CH2:25][CH2:26][CH2:27][CH2:28]1. Procedure details: To a stirred solution of 9-benzyloxy-6-(2-cyclohex-1-enyl-benzyl)-2-isopropyl-3,4-dihydro-2H-pyrazino[1,2-c]pyrimidine-1,8-dione (156) (170 mg, 0.352 mmol) in methanol (20 mL) was added Pd/C(10%) (170 mg) and hydrogenated under balloon pressure for 2 h at room temperature. After completion of the reaction, the mixture was filtered through a celite pad, washed with methanol (30 mL), evaporated under reduced pressure to get a crude product which was purified by preparative HPLC to get 6-(2-cyclohe... Starting materials: ClC1=C(C(=CC=C1)F)CO ((2-chloro-6-fluorophenyl)methanol), [H-].[Na+] (sodium hydride), O (Water), FC1=CC=C(C=C1)N1C(=NC=C1C(=O)OCC)I (ethyl 1-(4-fluorophenyl)-2-iodo-1H-imidazole-5-carboxylate). Run in C1CCOC1 (THF). The product is ClC1=C(COC=2N(C(=CN2)C(=O)OCC)C2=CC=C(C=C2)F)C(=CC=C1)F (ethyl 2-((2-chloro-6-fluorobenzyl)oxy)-1-(4-fluorophenyl)-1H-imidazole-5-carboxylate). RXN SMILES: [Cl:1][C:2]1[CH:7]=[CH:6][CH:5]=[C:4]([F:8])[C:3]=1[CH2:9][OH:10].[H-].[Na+].[F:13][C:14]1[CH:19]=[CH:18][C:17]([N:20]2[C:24]([C:25]([O:27][CH2:28][CH3:29])=[O:26])=[CH:23][N:22]=[C:21]2I)=[CH:16][CH:15]=1.O>C1COCC1>[Cl:1][C:2]1[CH:7]=[CH:6][CH:5]=[C:4]([F:8])[C:3]=1[CH2:9][O:10][C:21]1[N:20]([C:17]2[CH:16]=[CH:15][C:14]([F:13])=[CH:19][CH:18]=2)[C:24]([C:25]([O:27][CH2:28][CH3:29])=[O:26])=[CH:23][N:22]=1 |f:1.2|. Procedure details: To a solution of (2-chloro-6-fluorophenyl)methanol (160.5 mg, 0.99 mmol) in THF (8 mL) was added sodium hydride (40 mg, 0.99 mmol) and the reaction was stirred at room temperature. After 25 minutes ethyl 1-(4-fluorophenyl)-2-iodo-1H-imidazole-5-carboxylate (38) (300 mg, 0.83 mmol) was added and the reaction was refluxed overnight. Water was added slowly and the solution was extracted with ethyl acetate. The combined organic layers were dried over sodium sulfate, filtered and concentrated in vacu... The reactants are [Cl-].C[SiH](C)C (trimethylsilane chloride), ClS(=O)(=O)O (ClSO3H), Cl (HCl). Solvent: ClC(C)Cl (DCE). Product: ClS(=O)(=O)O[Si](C)(C)C (trimethylsilyl chlorosulfonate). Reaction SMILES: [Cl-].[CH3:2][SiH:3]([CH3:5])[CH3:4].[Cl:6][S:7]([OH:10])(=[O:9])=[O:8].Cl>ClC(Cl)C>[Cl:6][S:7]([O:10][Si:3]([CH3:5])([CH3:4])[CH3:2])(=[O:9])=[O:8] |f:0.1|. Reported procedure: In a first step, a film of 100 cm2 with a thickness of 100 μm, dried beforehand at 110° C. under vacuum (10 mbar), was immersed in 200 ml of dichloroethane (DCE) and the whole mixture is brought to 60° C. In parallel, an anhydrous solution of trimethylsilyl chlorosulfonate was prepared by dissolving 47.2 g (0.434 moles) of trimethylsilane chloride and 42.2 g (0.36 moles) of ClSO3H, both the constituents being anhydrous, in 50 ml of dry DCE with magnetic stirring and under argon, for a duration o...